Dataset: the Open Reaction Database (ORD), a public repository of structured organic reaction records. Task: describe an organic reaction: reactants, conditions, products, and yield Starting materials: CC(=O)CC(=O)OC(C)(C)C, COC(=O)C1CC(S(=O)(=O)c2ccc(OCC(F)(F)F)cc2C(F)(F)F)CN1, COC(=O)C1CC(S(=O)(=O)c2ccc(F)cc2C(F)(F)F)CN1, COC(=O)C1CC(S(=O)(=O)c2ccc(F)cc2C(F)(F)F)CN1C(=O)CC(C)=O. Product: COC(=O)C1CC(S(=O)(=O)c2ccc(OCC(F)(F)F)cc2C(F)(F)F)CN1C(=O)CC(C)=O. As a reaction SMILES: [C:52]([CH2:53][C:54](=[O:55])[CH3:56])(=[O:57])[O:58][C:59]([CH3:60])([CH3:61])[CH3:62].[CH3:1][O:2][C:3](=[O:4])[CH:5]1[NH:6][CH2:7][CH:8]([S:10](=[O:11])(=[O:12])[c:13]2[c:14]([C:25]([F:26])([F:27])[F:28])[cH:15][c:16]([O:19][CH2:20][C:21]([F:22])([F:23])[F:24])[cH:17][cH:18]2)[CH2:9]1.[CH3:29][O:30][C:31]([CH:32]1[CH2:33][CH:34]([S:35]([c:36]2[cH:37][cH:38][c:39]([F:40])[cH:41][c:42]2[C:43]([F:44])([F:45])[F:46])(=[O:47])=[O:48])[CH2:49][NH:50]1)=[O:51].[CH3:63][O:64][C:65]([CH:66]1[CH2:67][CH:68]([S:69]([c:70]2[cH:71][cH:72][c:73]([F:74])[cH:75][c:76]2[C:77]([F:78])([F:79])[F:80])(=[O:81])=[O:82])[CH2:83][N:84]1[C:85](=[O:86])[CH2:87][C:88](=[O:89])[CH3:90])=[O:91]>>[CH3:1][O:2][C:3](=[O:4])[CH:5]1[N:6]([C:52]([CH2:53][C:54](=[O:55])[CH3:56])=[O:57])[CH2:7][CH:8]([S:10](=[O:11])(=[O:12])[c:13]2[c:14]([C:25]([F:26])([F:27])[F:28])[cH:15][c:16]([O:19][CH2:20][C:21]([F:22])([F:23])[F:24])[cH:17][cH:18]2)[CH2:9]1. Reactants: C(C)O (ethanol), N=C1SC(C(N1)=O)CC=1C=NC2=CC(=CC=C2C1)OCC1=C(C=CC=C1)C(F)(F)F (2-imino-5-[[7-(2-trifluoromethylbenzyloxy)-3-quinolyl]methyl]thiazolidin-4-one). The solvent is Cl (hydrochloric acid). The product is FC(C1=C(COC2=CC=C3C=C(C=NC3=C2)CC2C(NC(S2)=O)=O)C=CC=C1)(F)F (5-[[7-(2-trifluoromethylbenzyloxy)-3-quinolyl]methyl]thiazolidine-2,4-dione). The yield is 44.0%. RXN SMILES: N=[C:2]1[NH:6][C:5](=[O:7])[CH:4]([CH2:8][C:9]2[CH:10]=[N:11][C:12]3[C:17]([CH:18]=2)=[CH:16][CH:15]=[C:14]([O:19][CH2:20][C:21]2[CH:26]=[CH:25][CH:24]=[CH:23][C:22]=2[C:27]([F:30])([F:29])[F:28])[CH:13]=3)[S:3]1.C([OH:33])C>Cl>[F:29][C:27]([F:28])([F:30])[C:22]1[CH:23]=[CH:24][CH:25]=[CH:26][C:21]=1[CH2:20][O:19][C:14]1[CH:13]=[C:12]2[C:17]([CH:18]=[C:9]([CH2:8][CH:4]3[S:3][C:2](=[O:33])[NH:6][C:5]3=[O:7])[CH:10]=[N:11]2)=[CH:16][CH:15]=1. Reported procedure: In a mixture of 2N hydrochloric acid (5 mL) and ethanol (3 mL) was dissolved 2-imino-5-[[7-(2-trifluoromethylbenzyloxy)-3-quinolyl]methyl]thiazolidin-4-one (200 mg, 0.47 mmol.). The resulting solution was heated under reflux for 12 hours. After the completion of reaction was confirmed, ethanol was distilled off. To the residue were added ethyl acetate and aqueous sodium hydrogen carbonate so that the aqueous phase was made to pH 7. The organic portion was recovered, washed with water, and dried ... Reactants: Cl.C1(CC1)COC1=C(C=C(C(=C1)F)C)C=1C2=C(N=CN1)C(=C(N2)C)C(=O)N[C@H]2[C@@H](CNCC2)O (4-[2-(cyclopropylmethoxy)-4-fluoro-5-methylphenyl]-N-[(3R*,4R*)-3-hydroxypiperidin-4-yl]-6-methyl-5H-pyrrolo[3,2-d]pyrimidine-7-carboxamide hydrochloride), COCC(=O)Cl (methoxy-acetyl chloride). Product: C1(CC1)COC1=C(C=C(C(=C1)F)C)C=1C2=C(N=CN1)C(=C(N2)C)C(=O)N[C@H]2[C@@H](CN(CC2)C(COC)=O)O (4-[2-(Cyclopropylmethoxy)-4-fluoro-5-methylphenyl]-N-[(3R*,4R*)-3-hydroxy-1-(methoxyacetyl)piperidin-4-yl]-6-methyl-5H-pyrrolo[3,2-d]pyrimidine-7-carboxamide). Reaction SMILES: Cl.[CH:2]1([CH2:5][O:6][C:7]2[CH:12]=[C:11]([F:13])[C:10]([CH3:14])=[CH:9][C:8]=2[C:15]2[C:16]3[NH:23][C:22]([CH3:24])=[C:21]([C:25]([NH:27][C@@H:28]4[CH2:33][CH2:32][NH:31][CH2:30][C@H:29]4[OH:34])=[O:26])[C:17]=3[N:18]=[CH:19][N:20]=2)[CH2:4][CH2:3]1.[CH3:35][O:36][CH2:37][C:38](Cl)=[O:39]>>[CH:2]1([CH2:5][O:6][C:7]2[CH:12]=[C:11]([F:13])[C:10]([CH3:14])=[CH:9][C:8]=2[C:15]2[C:16]3[NH:23][C:22]([CH3:24])=[C:21]([C:25]([NH:27][C@@H:28]4[CH2:33][CH2:32][N:31]([C:38](=[O:39])[CH2:37][O:36][CH3:35])[CH2:30][C@H:29]4[OH:34])=[O:26])[C:17]=3[N:18]=[CH:19][N:20]=2)[CH2:4][CH2:3]1 |f:0.1|. Procedure: Starting from 4-[2-(cyclopropylmethoxy)-4-fluoro-5-methylphenyl]-N-[(3R*,4R*)-3-hydroxypiperidin-4-yl]-6-methyl-5H-pyrrolo[3,2-d]pyrimidine-7-carboxamide hydrochloride (example D.f43) and commercially available methoxy-acetyl chloride the title compound is obtained as colorless solid. The reactants are FC(C1=CC=C(C=C1)I)(F)F (4-Trifluoromethyliodobenzene), N[C@H](C(C)C)C(=O)O (D-valine), C([O-])([O-])=O.[K+].[K+] (potassium carbonate). Reagents/catalysts: [Cu]I (copper(I) iodide). Run in CC(=O)N(C)C (dimethylacetamide). Reaction conditions: temperature 90 celsius. Product: FC(C1=CC=C(C=C1)N[C@H](C(C)C)C(=O)O)(F)F (N-[4-(trifluoromethyl)phenyl]-D-valine). Isolated yield 46.0%. Reaction SMILES: [F:1][C:2]([F:11])([F:10])[C:3]1[CH:8]=[CH:7][C:6](I)=[CH:5][CH:4]=1.[NH2:12][C@@H:13]([C:17]([OH:19])=[O:18])[CH:14]([CH3:16])[CH3:15].C(=O)([O-])[O-].[K+].[K+]>[Cu]I.CC(N(C)C)=O>[F:1][C:2]([F:11])([F:10])[C:3]1[CH:8]=[CH:7][C:6]([NH:12][C@@H:13]([C:17]([OH:19])=[O:18])[CH:14]([CH3:16])[CH3:15])=[CH:5][CH:4]=1 |f:2.3.4|. Procedure: 4-Trifluoromethyliodobenzene (0.27 g, 1.0 mmol), D-valine (0.12 g, 1.0 mmol), potassium carbonate (0.21 g, 1.5 mmol), copper(I) iodide (19 mg, 0.10 mmol) and dimethylacetamide (1 mL) were charged in a threaded test tube, and the mixture was stirred with heating at 90° C. for 2 days. After work-up according to a conventional method, the object product was eluted by silica gel column chromatography (20% to 40% mixed solvent of ethyl acetate/hexane) to give the title compound (0.12 g, 0.46 mmol, 46... The reactants are [Al+3], CC(C)C(=O)Cl, [Cl-], [Cl-], [Cl-], C=CCl, ClC(Cl)Cl. Product: CC(C)C(=O)CC(Cl)Cl. Reaction SMILES: [Al+3:2].[CH3:5][CH:6]([C:7](=[O:8])[Cl:9])[CH3:10].[Cl-:1].[Cl-:3].[Cl-:4].[Cl:11][CH:12]=[CH2:13].[Cl:14][CH:15]([Cl:16])[Cl:17]>>[Cl:1][CH:12]([Cl:11])[CH2:13][C:7]([CH:6]([CH3:5])[CH3:10])=[O:8]. Yields the product CC1=CC(=CC2=CN(N=C12)COCC[Si](C)(C)C)CC(C=1N(C=CN1)CC1=NC=CC=C1)NC(OC(C)(C)C)=O ((±)-tert-Butyl 2-(7-methyl-2-((2-(trimethylsilyl)ethoxy)methyl)-2H-indazol-5-yl)-1-(1-(pyridin-2-ylmethyl)-1H-imidazol-2-yl)ethylcarbamate). Solvent: CN(C=O)C (dimethylformamide). RXN SMILES: [C:1]([O:5][C:6](=[O:33])[NH:7][CH:8]([C:28]1[NH:29][CH:30]=[CH:31][N:32]=1)[CH2:9][C:10]1[CH:18]=[C:17]([CH3:19])[C:16]2[C:12](=[CH:13][N:14]([CH2:20][O:21][CH2:22][CH2:23][Si:24]([CH3:27])([CH3:26])[CH3:25])[N:15]=2)[CH:11]=1)([CH3:4])([CH3:3])[CH3:2].Cl[CH2:35][C:36]1[CH:41]=[CH:40][CH:39]=[CH:38][N:37]=1.C(=O)([O-])[O-].[Cs+].[Cs+]>CN(C)C=O>[CH3:19][C:17]1[C:16]2[C:12](=[CH:13][N:14]([CH2:20][O:21][CH2:22][CH2:23][Si:24]([CH3:25])([CH3:27])[CH3:26])[N:15]=2)[CH:11]=[C:10]([CH2:9][CH:8]([NH:7][C:6](=[O:33])[O:5][C:1]([CH3:4])([CH3:2])[CH3:3])[C:28]2[N:29]([CH2:35][C:36]3[CH:41]=[CH:40][CH:39]=[CH:38][N:37]=3)[CH:30]=[CH:31][N:32]=2)[CH:18]=1 |f:2.3.4|. Procedure: tert-Butyl-1-(1H-imidazol-2-yl)-2-(7-methyl-2-[{2-[trimethylsilyl]ethoxy}methyl]-2H-indazol-5-yl)ethylcarbamate (35.0 mg, 0.074 mmol), 2-(chloromethyl)pyridine (13.3 mg, 0.082 mmol, 1.05 equiv), and cesium carbonate (72.3 mg, 0.22 mmol) were combined in dimethylformamide (1.5 mL). After stirring at room temperature for 16 h, the solvents were removed and the residue purified by column chromatography to afford 35.2 mg (77%). Mass spec.: 563.3 (MH)+. The reactants are C(C)(C)(C)OC(NC(CC1=CC2=CN(N=C2C(=C1)C)COCC[Si](C)(C)C)C=1NC=CN1)=O (tert-Butyl-1-(1H-imidazol-2-yl)-2-(7-methyl-2-[{2-[trimethylsilyl]ethoxy}methyl]-2H-indazol-5-yl)ethylcarbamate), ClCC1=NC=CC=C1 (2-(chloromethyl)pyridine), C([O-])([O-])=O.[Cs+].[Cs+] (cesium carbonate). Conditions: time 16 hour. Starting materials: CCN(C(C)C)C(C)C (DIPEA), S(=O)(=O)(C)Cl (mesylchloride), COC(=O)C1N(CCNC1)C(=O)OC(C)(C)C (Piperazine-1,2-dicarboxylic acid 1-tert-butyl ester 2-methyl ester). Run in C(Cl)Cl (methylenchloride). Reaction conditions: time 30 minute. Product: C(C)(C)(C)OC(=O)N1C(CN(CC1)S(=O)(=O)C)C(=O)O (4-Methanesulfonyl-piperazine-1,2-dicarboxylic acid 1-tert-butyl ester). RXN SMILES: C[O:2][C:3]([CH:5]1[CH2:10][NH:9][CH2:8][CH2:7][N:6]1[C:11]([O:13][C:14]([CH3:17])([CH3:16])[CH3:15])=[O:12])=[O:4].CCN(C(C)C)C(C)C.[S:27](Cl)([CH3:30])(=[O:29])=[O:28]>C(Cl)Cl>[C:14]([O:13][C:11]([N:6]1[CH2:7][CH2:8][N:9]([S:27]([CH3:30])(=[O:29])=[O:28])[CH2:10][CH:5]1[C:3]([OH:2])=[O:4])=[O:12])([CH3:17])([CH3:16])[CH3:15]. Procedure: 10 mmol of Piperazine-1,2-dicarboxylic acid 1-tert-butyl ester 2-methyl ester were dissolved in 20 ml methylenchloride. 1.05 eq of DIPEA and mesylchloride were added. The reaction mixture was stirred at room temperature for 30 min. The product was extracted from etylacetate/water. The crude material was redissolved in methanol and treated with 2N NaOH. The reaction mixture was stirred at room temperature for 2 h. The mixture was neutralized with HCl and the product isolated via extraction from e... The reactants are COC(=O)C12CC3CC(CC(C3)C1(N)C(=O)C(Cc1ccccc1)NC(=O)OC(C)(C)C)C2, ClCCl, O=C(O)C(F)(F)F. Product: COC(=O)C12CC3CC(CC(C3)C1(N)C(=O)C(N)Cc1ccccc1)C2. Reaction SMILES: [C:1]([O:2][C:3]([CH3:4])([CH3:5])[CH3:6])(=[O:7])[NH:8][CH:9]([CH2:10][c:11]1[cH:12][cH:13][cH:14][cH:15][cH:16]1)[C:17](=[O:18])[C:19]1([NH2:33])[C:20]2([C:29](=[O:30])[O:31][CH3:32])[CH2:21][CH:22]3[CH2:23][CH:24]([CH2:25][CH:26]1[CH2:27]3)[CH2:28]2.[CH2:41]([Cl:42])[Cl:43].[OH:34][C:35]([C:36]([F:37])([F:38])[F:39])=[O:40]>>[NH2:8][CH:9]([CH2:10][c:11]1[cH:12][cH:13][cH:14][cH:15][cH:16]1)[C:17](=[O:18])[C:19]1([NH2:33])[C:20]2([C:29](=[O:30])[O:31][CH3:32])[CH2:21][CH:22]3[CH2:23][CH:24]([CH2:25][CH:26]1[CH2:27]3)[CH2:28]2. Starting materials: CC(C)[S-].[Na+] (Sodium 2-propanethiolate), ClCCCOCCN1C(=NC=2C(=NC=3C=CC=CC3C21)N)CCC (1-[2-(3-chloropropoxy)ethyl]-2-propyl-1H-imidazo[4,5-c]quinolin-4-amine), starting material. Run in CN(C)C=O (DMF). Yields the product CC(C)SCCCOCCN1C(=NC=2C(=NC=3C=CC=CC3C21)N)CCC (1-(2-{3-[(1-methylethyl)thio]propoxy}ethyl)-2-propyl-1H-imidazo[4,5-c]quinolin-4-amine). The yield is 84.0%. RXN SMILES: Cl[CH2:2][CH2:3][CH2:4][O:5][CH2:6][CH2:7][N:8]1[C:20]2[C:19]3[CH:18]=[CH:17][CH:16]=[CH:15][C:14]=3[N:13]=[C:12]([NH2:21])[C:11]=2[N:10]=[C:9]1[CH2:22][CH2:23][CH3:24].[CH3:25][CH:26]([S-:28])[CH3:27].[Na+]>CN(C=O)C>[CH3:25][CH:26]([S:28][CH2:2][CH2:3][CH2:4][O:5][CH2:6][CH2:7][N:8]1[C:20]2[C:19]3[CH:18]=[CH:17][CH:16]=[CH:15][C:14]=3[N:13]=[C:12]([NH2:21])[C:11]=2[N:10]=[C:9]1[CH2:22][CH2:23][CH3:24])[CH3:27] |f:1.2|. Procedure details: Nitrogen was bubbled through a solution of 1-[2-(3-chloropropoxy)ethyl]-2-propyl-1H-imidazo[4,5-c]quinolin-4-amine (2.50 g, 7.21 mmol) in DMF (25 mL) for 5 minutes. Sodium 2-propanethiolate (0.85 g 8.65 mmol) was added and the reaction mixture was stirred under a nitrogen atmosphere at ambient temperature. After 16 hours analysis by HPLC indicated that 50% of the starting material had been consumed. Additional sodium 2-propanethiolate (0.6 g) was added followed by a second addition (0.25 g) 2.5 ... The reactants are NC1=C(C=CC(=C1)C(F)(F)F)C1=CC(=NC=N1)NC1=CC2=C(N=CS2)C=C1 ([6-(2-amino-4-trifluoromethylphenyl)pyrimidin-4-yl]benzothiazol-6-ylamine), C(C)(=O)O (acetic acid), C1(CCCCC1)C=O (cyclohexanecarboxaldehyde), C(C)(=O)O[BH-](OC(C)=O)OC(C)=O.[Na+] (Sodium triacetoxy-borohydride). Solvent: ClCCCl (1,2-dichloroethane), CCOC(=O)C (EtOAc). Conditions: temperature 0 celsius. Yields the product S1C=NC2=C1C=C(C=C2)NC2=NC=NC(=C2)C2=C(C=C(C=C2)C(F)(F)F)NCC2CCCCC2 (Benzothiazol-6-yl-[6-(2-cyclohexylmethylamino-4-trifluoromethylphenyl)-pyrimidin-4-yl]amine). Reaction SMILES: [NH2:1][C:2]1[CH:7]=[C:6]([C:8]([F:11])([F:10])[F:9])[CH:5]=[CH:4][C:3]=1[C:12]1[N:17]=[CH:16][N:15]=[C:14]([NH:18][C:19]2[CH:27]=[CH:26][C:22]3[N:23]=[CH:24][S:25][C:21]=3[CH:20]=2)[CH:13]=1.C(O)(=O)C.[CH:32]1([CH:38]=O)[CH2:37][CH2:36][CH2:35][CH2:34][CH2:33]1.C(O[BH-](OC(=O)C)OC(=O)C)(=O)C.[Na+]>CCOC(C)=O.ClCCCl>[S:25]1[C:21]2[CH:20]=[C:19]([NH:18][C:14]3[CH:13]=[C:12]([C:3]4[CH:4]=[CH:5][C:6]([C:8]([F:10])([F:11])[F:9])=[CH:7][C:2]=4[NH:1][CH2:38][CH:32]4[CH2:37][CH2:36][CH2:35][CH2:34][CH2:33]4)[N:17]=[CH:16][N:15]=3)[CH:27]=[CH:26][C:22]=2[N:23]=[CH:24]1 |f:3.4|. Reported procedure: To a 5-mL, round-bottomed flask was added [6-(2-amino-4-trifluoromethylphenyl)pyrimidin-4-yl]benzothiazol-6-ylamine (0.060 g, 0.15 mmol), 1,2-dichloroethane (1 mL), acetic acid (0.018 mL, 0.31 mmol) and cyclohexanecarboxaldehyde (0.055 mL, 0.45 mmol, Aldrich). Sodium triacetoxy-borohydride (0.083 g, 0.39 mmol, Aldrich) was added to the mixture with stirring at 0° C. and the mixture was stirring for 17 h at room temperature. The reaction mixture was diluted with EtOAc (3 mL) and quenched with H2O...